This data is from the Open Reaction Database (ORD), a public repository of structured organic reaction records. The task is: describe an organic reaction: reactants, conditions, products, and yield Starting materials: CC(C(=O)O)c1cccc(C(=O)c2cc3cc(C(=O)O)sc3s2)c1, ClCCl, [Cu], c1ccc(Oc2ccccc2)cc1. Yields the product CC(C(=O)O)c1cccc(C(=O)c2cc3ccsc3s2)c1. As a reaction SMILES: [C:1]([OH:2])(=[O:3])[c:4]1[cH:5][c:6]2[c:7]([s:8]1)[s:9][c:10]([C:12](=[O:13])[c:14]1[cH:15][c:16]([CH:20]([C:21](=[O:22])[OH:23])[CH3:24])[cH:17][cH:18][cH:19]1)[cH:11]2.[CH2:38]([Cl:39])[Cl:40].[Cu:41].[O:25]([c:26]1[cH:27][cH:28][cH:29][cH:30][cH:31]1)[c:32]1[cH:33][cH:34][cH:35][cH:36][cH:37]1>>[cH:4]1[cH:5][c:6]2[c:7]([s:8]1)[s:9][c:10]([C:12](=[O:13])[c:14]1[cH:15][c:16]([CH:20]([C:21](=[O:22])[OH:23])[CH3:24])[cH:17][cH:18][cH:19]1)[cH:11]2.